This data is from the Open Reaction Database (ORD), a public repository of structured organic reaction records. The task is: describe an organic reaction: reactants, conditions, products, and yield The reactants are C1(CCCCC1)N (Cyclohexylamine), C(C)OC(C(C(C)=O)CC(C1=CC=CC=C1)=O)=O (3-oxo-2-(2-oxo-2-phenyl-ethyl)-butyric acid ethyl ester), CC1=CC=C(C=C1)S(=O)(=O)O (tosic acid). The solvent is C(C)O (ethanol), CCOCC (ether). Yields the product C(C)OC(=O)C1=C(N(C(=C1)C1=CC=CC=C1)C1CCCCC1)C (1-Cyclohexyl-2-methyl-5-phenyl-1H-pyrrole-3-carboxylic Acid Ethyl Ester). RXN SMILES: [CH:1]1([NH2:7])[CH2:6][CH2:5][CH2:4][CH2:3][CH2:2]1.[CH2:8]([O:10][C:11](=[O:25])[CH:12]([CH2:16][C:17](=O)[C:18]1[CH:23]=[CH:22][CH:21]=[CH:20][CH:19]=1)[C:13](=O)[CH3:14])[CH3:9].CC1C=CC(S(O)(=O)=O)=CC=1>C(O)C.CCOCC>[CH2:8]([O:10][C:11]([C:12]1[CH:16]=[C:17]([C:18]2[CH:19]=[CH:20][CH:21]=[CH:22][CH:23]=2)[N:7]([CH:1]2[CH2:6][CH2:5][CH2:4][CH2:3][CH2:2]2)[C:13]=1[CH3:14])=[O:25])[CH3:9]. Procedure: Cyclohexylamine (5 mmol, 0.5 g), 3-oxo-2-(2-oxo-2-phenyl-ethyl)-butyric acid ethyl ester (5 mmol, 1.2 g) and tosic acid (0.1 g) were combined in ethanol, then heated under reflux. The resulting residue was resuspended in ether, then washed with water and brine. The organic layer was dried over MgSO4, and the solids were separated and the solvents removed under vacuum. Purification of the oil yielded the named product, 1H-NMR (CDCl3, ppm): 1.0 bm (2H), 1.23 t (3H), 1.6-1.7 bm (8H), 2.66 s (3H), 4... Procedure: 355 μL (2.53 mmol) TEA are added to a mixture of 600 mg (2.30 mmol) N-ethyl-2-(4-piperidin-4-yl-phenyl)-propionamide (VI.1) and 377 mg (2.53 mmol) 2,4-dichloro-pyrimidine in 25 mL DMF. The mixture is stirred for 3 h at rt. Subsequently the solvent is removed in vacuo and the residue is purified using reversed phase HPLC (water, 0.3% NH4OAc/acetone) to yield the desired product. As a reaction SMILES: [CH2:1]([NH:3][C:4](=[O:19])[CH:5]([C:7]1[CH:12]=[CH:11][C:10]([CH:13]2[CH2:18][CH2:17][NH:16][CH2:15][CH2:14]2)=[CH:9][CH:8]=1)[CH3:6])[CH3:2].[Cl:20][C:21]1[N:26]=[C:25](Cl)[CH:24]=[CH:23][N:22]=1>CN(C=O)C>[Cl:20][C:21]1[N:26]=[C:25]([N:16]2[CH2:17][CH2:18][CH:13]([C:10]3[CH:11]=[CH:12][C:7]([CH:5]([CH3:6])[C:4]([NH:3][CH2:1][CH3:2])=[O:19])=[CH:8][CH:9]=3)[CH2:14][CH2:15]2)[CH:24]=[CH:23][N:22]=1. Conditions: time 3 hour. The product is ClC1=NC=CC(=N1)N1CCC(CC1)C1=CC=C(C=C1)C(C(=O)NCC)C (2-{4-[1-(2-Chloro-pyrimidin-4-yl)-piperidin-4-yl]-phenyl}-N-ethyl-propionamide). Solvent: CN(C)C=O (DMF). Starting materials: TEA, C(C)NC(C(C)C1=CC=C(C=C1)C1CCNCC1)=O (N-ethyl-2-(4-piperidin-4-yl-phenyl)-propionamide), ClC1=NC=CC(=N1)Cl (2,4-dichloro-pyrimidine). Reactants: O=C([O-])[O-], COC(=O)COc1nc(OC)ccc1OC(C)=O, CO, [K+], [K+], O. Yields the product COC(=O)COc1nc(OC)ccc1O. As a reaction SMILES: [C:19](=[O:20])([O-:21])[O-:22].[C:1](=[O:2])([CH3:3])[O:4][c:5]1[c:6]([O:13][CH2:14][C:15](=[O:16])[O:17][CH3:18])[n:7][c:8]([O:11][CH3:12])[cH:9][cH:10]1.[CH3:25][OH:26].[K+:23].[K+:24].[OH2:27]>>[OH:4][c:5]1[c:6]([O:13][CH2:14][C:15](=[O:16])[O:17][CH3:18])[n:7][c:8]([O:11][CH3:12])[cH:9][cH:10]1. Reactants: [OH-].[Na+] (sodium hydroxide), Cl.CN(C)CCCl (N,N-dimethyl-2-chloroethylamine hydrochloride), S(=S)(=O)([O-])[O-].[Na+].[Na+] (sodium thiosulfate), Cl (hydrochloric acid). Solvent: O (water). Product: CN(CCSSCCN(C)C)C (bis(N,N-dimethyl-2-aminoethyl)disulfide). Isolated yield 113.8%. Reaction SMILES: Cl.[CH3:2][N:3]([CH2:5][CH2:6]Cl)[CH3:4].[S:8]([O-])([O-])(=O)=[S:9].[Na+].[Na+].Cl.[OH-].[Na+]>O>[CH3:2][N:3]([CH3:4])[CH2:5][CH2:6][S:9][S:8][CH2:6][CH2:5][N:3]([CH3:4])[CH3:2] |f:0.1,2.3.4,6.7|. Reported procedure: In a 100 ml round-bottom flask, 8.5 g of N,N-dimethyl-2-chloroethylamine hydrochloride, 8.7 g of sodium thiosulfate and 50 ml of distilled water were charged and heated under reflux for 2 hours. 36% hydrochloric acid (5.1 g) was added, and the mixture was further heated under reflux for 1 hour. With cooling the mixture on an ice bath, 5.5 g of sodium hydroxide was slowly added to make the mixture alkaline, which was then subjected to extraction twice with 50 ml of ethyl acetate. After desiccatin... The reactants are C1CO1, COC(=O)c1ccc(CO)cc1, ClCCl. Product: COC(=O)c1ccc(COCCO)cc1. As a reaction SMILES: [CH2:13]1[CH2:14][O:15]1.[CH3:1][O:2][C:3]([c:4]1[cH:5][cH:6][c:7]([CH2:10][OH:11])[cH:8][cH:9]1)=[O:12].[Cl:16][CH2:17][Cl:18]>>[CH3:1][O:2][C:3]([c:4]1[cH:5][cH:6][c:7]([CH2:10][O:11][CH2:13][CH2:14][OH:15])[cH:8][cH:9]1)=[O:12]. Yield: 22.0%. Procedure details: Following the method described in Example 8, 4-(5-chloro-2-ethoxy-phenyl)-pyridine-2,6-diamine trifluoroacetic acid salt and 4-formyl-phenylboronic acid provided the title compound (22% yield). 1H NMR (acetone-d6) δ1.36 (t, 3H, J=6.9 Hz, CH3), 4.11 (q, 2H, J=7.0 Hz, CH2), 5.51 (bs, 2H, NH2), 6.33 (d, 1H, J=1.1 Hz, Ar), 6.44 (d, 1H, J=1.0 Hz, Ar), 7.12 (d, 1H, J=8.5 Hz, Ar), 7.31-7.37 (m, 2H, Ar), 7.78 (d, 2H, J=8.8 Hz, Ar), 7.88-7.97 (m, 2H, Ar), 8.57 (s, 1H, NH), 9.84 (s, 1H, CH). RXN SMILES: FC(F)(F)C(O)=O.[Cl:8][C:9]1[CH:10]=[CH:11][C:12]([O:23][CH2:24][CH3:25])=[C:13]([C:15]2[CH:20]=[C:19]([NH2:21])[N:18]=[C:17]([NH2:22])[CH:16]=2)[CH:14]=1.[CH:26]([C:28]1[CH:33]=[CH:32][C:31](B(O)O)=[CH:30][CH:29]=1)=[O:27]>>[NH2:22][C:17]1[N:18]=[C:19]([NH:21][C:31]2[CH:32]=[CH:33][C:28]([CH:26]=[O:27])=[CH:29][CH:30]=2)[CH:20]=[C:15]([C:13]2[CH:14]=[C:9]([Cl:8])[CH:10]=[CH:11][C:12]=2[O:23][CH2:24][CH3:25])[CH:16]=1 |f:0.1|. The product is NC1=CC(=CC(=N1)NC1=CC=C(C=O)C=C1)C1=C(C=CC(=C1)Cl)OCC (4-[6-Amino-4-(5-chloro-2-ethoxy-phenyl)-pyridin-2-ylamino]-benzaldehyde). Starting materials: FC(C(=O)O)(F)F.ClC=1C=CC(=C(C1)C1=CC(=NC(=C1)N)N)OCC (4-(5-chloro-2-ethoxy-phenyl)-pyridine-2,6-diamine trifluoroacetic acid salt), C(=O)C1=CC=C(C=C1)B(O)O (4-formyl-phenylboronic acid).